From a dataset of the Open Reaction Database (ORD), a public repository of structured organic reaction records. describe an organic reaction: reactants, conditions, products, and yield The reactants are C(CCC)[Li] (n-butyllithium), CCCCCC (n-hexane), BrC=1C(=NC=NC1C(F)(F)F)OC (5-bromo-4-methoxy-6-trifluoromethylpyrimidine), C(=O)OCC (ethyl formate). Run in O1CCCC1 (tetrahydrofuran), O (water). Reaction conditions: time 30 minute. Product: COC1=NC=NC(=C1C=O)C(F)(F)F (4-methoxy-6-trifluoromethylpyrimidine-5-carboaldehyde). The yield is 15.8%. Reaction SMILES: C([Li])CCC.CCCCCC.Br[C:13]1[C:14]([O:23][CH3:24])=[N:15][CH:16]=[N:17][C:18]=1[C:19]([F:22])([F:21])[F:20].[CH:25](OCC)=[O:26]>O1CCCC1.O>[CH3:24][O:23][C:14]1[C:13]([CH:25]=[O:26])=[C:18]([C:19]([F:22])([F:21])[F:20])[N:17]=[CH:16][N:15]=1. Procedure details: 30.0 ml of n-butyllithium (a 1.6 moles/liter n-hexane solution, 48.0 mmoles) was gradually added, at −65 to −60° C., to a solution of 10.3 g (40.0 mmoles) of 5-bromo-4-methoxy-6-trifluoromethylpyrimidine dissolved in 100 ml of tetrahydrofuran. The mixture was stirred for 30 minutes. Thereto was added 3.6 g (48.0 mmoles) of ethyl formate at the same temperature. The resulting mixture was stirred at the same temperature for 3 hours to give rise to a reaction. The reaction mixture was poured into w... Starting materials: C1(=CC=CC2=NC3=CC=CC(=C3C=C12)S(=O)(=O)Cl)S(=O)(=O)Cl (acridine-1,8-disulfonyl chloride). The solvent is C(C)(=O)OCC (ethyl acetate). The product is C1(=CC=CC2=NC3=CC=CC=C3C=C12)S(=O)(=O)Cl (1-Acridinesulfonyl chloride). As a reaction SMILES: [C:1]1([S:19]([Cl:22])(=[O:21])=[O:20])[C:14]2[C:5](=[N:6][C:7]3[C:12]([CH:13]=2)=[C:11](S(Cl)(=O)=O)[CH:10]=[CH:9][CH:8]=3)[CH:4]=[CH:3][CH:2]=1>C(OCC)(=O)C>[C:1]1([S:19]([Cl:22])(=[O:20])=[O:21])[C:14]2[C:5](=[N:6][C:7]3[C:12]([CH:13]=2)=[CH:11][CH:10]=[CH:9][CH:8]=3)[CH:4]=[CH:3][CH:2]=1. Procedure: Add acridine (5 g, 28 mmol) in portions to chlorosulfonic acid (7 mL, 2.2 eq) over 5 minutes with efficient stirring. Heat the reaction mixture to reflux for 5 hours. Cool the reaction mixture to room temperature and add cautiously to crushed ice (200 mL). Adjust the suspension to alkaline pH (phenolphthalein indicator) with sodium bicarbonate solid added in portions. Extract with methylene chloride (100 mL), wash the organic layer with saturated aqueous sodium carbonate (100 mL), saturated aque... RXN SMILES: [Cl:1][c:2]1[n:3][c:4]2[n:5]([cH:6][cH:7][cH:8][cH:9]2)[c:10]1[S:11](=[O:12])(=[O:13])[OH:14].[OH2:15].[P:16]([Cl:17])([Cl:18])([Cl:19])=[O:20]>>[Cl:1][c:2]1[n:3][c:4]2[n:5]([cH:6][cH:7][cH:8][cH:9]2)[c:10]1[S:11](=[O:12])(=[O:14])[Cl:18]. Reactants: O=S(=O)(O)c1c(Cl)nc2ccccn12, O, O=P(Cl)(Cl)Cl. Product: O=S(=O)(Cl)c1c(Cl)nc2ccccn12. The product is CCOC(=O)COc1cccc(C=O)c1. As a reaction SMILES: [Br:10][CH2:11][C:12](=[O:13])[O:14][CH2:15][CH3:16].[CH3:23][C:24](=[O:25])[CH3:26].[K+:17].[K+:18].[O-:19][C:20]([O-:21])=[O:22].[OH:1][c:2]1[cH:3][c:4]([CH:5]=[O:6])[cH:7][cH:8][cH:9]1>>[O:1]([c:2]1[cH:3][c:4]([CH:5]=[O:6])[cH:7][cH:8][cH:9]1)[CH2:11][C:12](=[O:13])[O:14][CH2:15][CH3:16]. The reactants are CCOC(=O)CBr, CC(C)=O, [K+], [K+], O=C([O-])[O-], O=Cc1cccc(O)c1. Starting materials: OC=1C=C(C=CC1[N+](=O)[O-])C(=O)N1CC(C1)OC ((3-Hydroxy-4-nitrophenyl)(3-methoxyazetidin-1-yl)methanone), ClC(C(=O)OC)(F)F (methyl 2-chloro-2,2-difluoroacetate), C([O-])([O-])=O.[K+].[K+] (Potassium carbonate). Run in C(C)(=O)OCC (ethyl acetate), CN(C)C=O (DMF). Conditions: temperature 120 celsius. The product is FC(OC=1C=C(C=CC1[N+](=O)[O-])C(=O)N1CC(C1)OC)F ((3-(Difluoromethoxy)-4-nitrophenyl)(3-methoxyazetidin-1-yl)methanone). Yield: 69.5%. As a reaction SMILES: [OH:1][C:2]1[CH:3]=[C:4]([C:11]([N:13]2[CH2:16][CH:15]([O:17][CH3:18])[CH2:14]2)=[O:12])[CH:5]=[CH:6][C:7]=1[N+:8]([O-:10])=[O:9].Cl[C:20]([F:26])([F:25])C(OC)=O.C(=O)([O-])[O-].[K+].[K+]>CN(C=O)C.C(OCC)(=O)C>[F:25][CH:20]([F:26])[O:1][C:2]1[CH:3]=[C:4]([C:11]([N:13]2[CH2:16][CH:15]([O:17][CH3:18])[CH2:14]2)=[O:12])[CH:5]=[CH:6][C:7]=1[N+:8]([O-:10])=[O:9] |f:2.3.4|. Procedure: (3-Hydroxy-4-nitrophenyl)(3-methoxyazetidin-1-yl)methanone (Preparation 115, 300 mg, 1.19 mmol) and methyl 2-chloro-2,2-difluoroacetate (258 mg, 1.78 mmol) were dissolved in dry DMF (2 mL). Potassium carbonate (328 mg, 2.38 mmol) was added and the reaction was heated to 120° C. under microwave irradiation for 1 hour. The reaction was cooled to room temperature and diluted with ethyl acetate (20 mL). The organic solution was washed with water (20 mL), brine (20 mL), dried over sodium sulphate and... Starting materials: O=C([O-])[O-], O=C([O-])O, CCC(C)=O, ClCCl, Cc1nn(C)c(O)c1C(=O)c1ccc(Cl)cc1Cl, [K+], [K+], O=[N+]([O-])c1ccc(F)c([N+](=O)[O-])c1, [Na+]. Product: Cc1nn(C)c(Oc2ccc([N+](=O)[O-])cc2[N+](=O)[O-])c1C(=O)c1ccc(Cl)cc1Cl. As a reaction SMILES: [C:1](=[O:2])([O-:3])[O-:4].[C:20](=[O:21])([OH:22])[O-:23].[CH2:43]([C:44]([CH3:45])=[O:46])[CH3:47].[CH2:48]([Cl:49])[Cl:50].[CH3:25][n:26]1[n:27][c:28]([CH3:42])[c:29]([C:32]([c:33]2[c:34]([Cl:40])[cH:35][c:36]([Cl:39])[cH:37][cH:38]2)=[O:41])[c:30]1[OH:31].[K+:5].[K+:6].[N+:7](=[O:8])([O-:9])[c:10]1[c:11]([F:19])[cH:12][cH:13][c:14]([N+:16](=[O:17])[O-:18])[cH:15]1.[Na+:24]>>[N+:7](=[O:8])([O-:9])[c:10]1[c:11]([O:31][c:30]2[n:26]([CH3:25])[n:27][c:28]([CH3:42])[c:29]2[C:32]([c:33]2[c:34]([Cl:40])[cH:35][c:36]([Cl:39])[cH:37][cH:38]2)=[O:41])[cH:12][cH:13][c:14]([N+:16](=[O:17])[O-:18])[cH:15]1. The reactants are C(=O)(OCC1=CC=CC=C1)N[C@H](C)C(=O)O (N-CBZ-D-alanine), COC([C@H]1NCCC1)=O (L-proline-methylester), O.ON1N=NC2=C1C=CC=C2 (1-hydroxybenzotriazole hydrate), CN1CCOCC1 (4-methylmorpholine), ethyl-3-(3-dimethylamino)-propyl carbodiimide, Cl (HCl), Cl (HCl). Solvent: O (water), CN(C)C=O (DMF). Reaction conditions: time 12 hour. The product is COC([C@H]1N(CCC1)C([C@H](NC(=O)OCC1=CC=CC=C1)C)=O)=O (N-[[(Phenylmethoxy)-carbonyl]-D-alanyl]-L-proline methyl ester). RXN SMILES: [C:1]([NH:11][C@@H:12]([C:14]([OH:16])=O)[CH3:13])([O:3][CH2:4][C:5]1[CH:10]=[CH:9][CH:8]=[CH:7][CH:6]=1)=[O:2].[CH3:17][O:18][C:19](=[O:25])[C@@H:20]1[CH2:24][CH2:23][CH2:22][NH:21]1.Cl.O.ON1C2C=CC=CC=2N=N1.CN1CCOCC1>CN(C=O)C.O>[CH3:17][O:18][C:19](=[O:25])[C@@H:20]1[CH2:24][CH2:23][CH2:22][N:21]1[C:14](=[O:16])[C@@H:12]([CH3:13])[NH:11][C:1]([O:3][CH2:4][C:5]1[CH:6]=[CH:7][CH:8]=[CH:9][CH:10]=1)=[O:2] |f:3.4|. Procedure details: To a solution of N-CBZ-D-alanine (28.1 g, 0.149 mol) in DMF (250 mL) at 0° C., was added L-proline-methylester.HCl (24.6 g, 0.149 mmol), 1-hydroxybenzotriazole hydrate (22.2 g, 0.164 mmol), ethyl-3-(3-dimethylamino)-propyl carbodiimide.HCl (31.4 g, 0.164 mmol) and 4-methylmorpholine (22.6 g, 0.224 mmol). The reaction mixture was stirred for 12 h while allowing the reaction to warm to room temperature. The reaction mixture was poured in water (750 mL) and extracted with ethyl acetate (2×150 mL). ... Starting materials: polyacrylamide, [OH-].[Na+] (Sodium hydroxide), C1(=CC=CC=C1)O (phenol). Run in O (water). Run at time 1 hour. Product: C1(=CC=CC=C1)O (phenol), C=O (formaldehyde), CrCl3. RXN SMILES: [C:1]1([OH:7])[CH:6]=[CH:5][CH:4]=[CH:3][CH:2]=1.[OH-].[Na+]>O>[C:1]1([OH:7])[CH:6]=[CH:5][CH:4]=[CH:3][CH:2]=1.[CH2:1]=[O:7] |f:1.2|. Reported procedure: This example also demonstrates that phenol will gel a polyacrylamide relatively quickly. A solution of the xanthan biopolymer, Flocon® 4800, (2000 ppm), Phillips HE-B® (5000 ppm), phenol (1000 ppm), formaldehyde (1900 ppm), CrCl3 (100 ppm Cr) was prepared in synthetic sea water. Sodium hydroxide (1N) was used to adjust the pH to 5.85. The composition so prepared gelled in one hour, presumably from the interaction of Cr with the Flocon® biopolymer. This blend was left to fully crosslink overnight... Reactants: O=C([O-])O, CC#N, [Na+], O=C1CCC(=O)N1Br, O, O=c1[nH]ccc2occc12. The product is O=c1[nH]cc(Br)c2occc12. As a reaction SMILES: [C:20](=[O:21])([OH:22])[O-:23].[CH3:25][C:26]#[N:27].[Na+:24].[O:11]=[C:12]1[N:13]([Br:18])[C:14](=[O:15])[CH2:16][CH2:17]1.[OH2:19].[o:1]1[cH:2][cH:3][c:4]2[c:5](=[O:10])[nH:6][cH:7][cH:8][c:9]12>>[o:1]1[cH:2][cH:3][c:4]2[c:5](=[O:10])[nH:6][cH:7][c:8]([Br:18])[c:9]12.